Dataset: the Open Reaction Database (ORD), a public repository of structured organic reaction records. Task: describe an organic reaction: reactants, conditions, products, and yield Reactants: C(=O)(Cl)Cl (phosgene), C(=O)(Cl)Cl (phosgene), OCC#CC(=O)OCC (ethyl 4-hydroxy-2-butynoate). Run in C1=CC=CC=C1 (benzene). Conditions: time 30 minute. The product is ClC(=O)OCC#CC(=O)OCC (ethyl 4-(chlorocarbonyloxy)-2-butynoate). Isolated yield 85.0%. As a reaction SMILES: [C:1](Cl)([Cl:3])=[O:2].[OH:5][CH2:6][C:7]#[C:8][C:9]([O:11][CH2:12][CH3:13])=[O:10]>C1C=CC=CC=1>[Cl:3][C:1]([O:5][CH2:6][C:7]#[C:8][C:9]([O:11][CH2:12][CH3:13])=[O:10])=[O:2]. Procedure: To 40 ml of a benzene solution of phosgene (containing 6.2 g (62.5 millimoles) of phosgene), 6.4 g (50 millimoles) of ethyl 4-hydroxy-2-butynoate was rapidly added under cooling with ice, and the mixture was stirred for 30 minutes under cooling with ice. The reaction mixture was returned to room temperature and left to stand for one night. Then, the reaction mixture was concentrated under reduced pressure to distil off benzene, whereby 8.1 g (yield: 85%) of oily ethyl 4-(chlorocarbonyloxy)-2-but...